Dataset: the Open Reaction Database (ORD), a public repository of structured organic reaction records. Task: describe an organic reaction: reactants, conditions, products, and yield Starting materials: N#C[Cu], Cc1ccc(C(=O)NC2CC2)cc1-n1ncc(C(=O)c2cccc(I)c2)c1N, CN(C)C=O, c1ccc(P(c2ccccc2)(c2ccccc2)[Pd](P(c2ccccc2)(c2ccccc2)c2ccccc2)(P(c2ccccc2)(c2ccccc2)c2ccccc2)P(c2ccccc2)(c2ccccc2)c2ccccc2)cc1. Yields the product Cc1ccc(C(=O)NC2CC2)cc1-n1ncc(C(=O)c2cccc(C#N)c2)c1N. As a reaction SMILES: [Cu:29][C:30]#[N:31].[NH2:1][c:2]1[c:3]([C:20]([c:21]2[cH:22][c:23]([I:27])[cH:24][cH:25][cH:26]2)=[O:28])[cH:4][n:5][n:6]1-[c:7]1[cH:8][c:9]([C:10](=[O:11])[NH:12][CH:13]2[CH2:14][CH2:15]2)[cH:16][cH:17][c:18]1[CH3:19].[O:32]=[CH:33][N:34]([CH3:35])[CH3:36].[cH:37]1[cH:38][cH:39][c:40]([P:41]([Pd:42]([P:43]([c:44]2[cH:45][cH:46][cH:47][cH:48][cH:49]2)([c:50]2[cH:51][cH:52][cH:53][cH:54][cH:55]2)[c:56]2[cH:57][cH:58][cH:59][cH:60][cH:61]2)([P:62]([c:63]2[cH:64][cH:65][cH:66][cH:67][cH:68]2)([c:69]2[cH:70][cH:71][cH:72][cH:73][cH:74]2)[c:75]2[cH:76][cH:77][cH:78][cH:79][cH:80]2)[P:81]([c:82]2[cH:83][cH:84][cH:85][cH:86][cH:87]2)([c:88]2[cH:89][cH:90][cH:91][cH:92][cH:93]2)[c:94]2[cH:95][cH:96][cH:97][cH:98][cH:99]2)([c:100]2[cH:101][cH:102][cH:103][cH:104][cH:105]2)[c:106]2[cH:107][cH:108][cH:109][cH:110][cH:111]2)[cH:112][cH:113]1>>[NH2:1][c:2]1[c:3]([C:20]([c:21]2[cH:22][c:23]([C:30]#[N:31])[cH:24][cH:25][cH:26]2)=[O:28])[cH:4][n:5][n:6]1-[c:7]1[cH:8][c:9]([C:10](=[O:11])[NH:12][CH:13]2[CH2:14][CH2:15]2)[cH:16][cH:17][c:18]1[CH3:19]. Reactants: CS(C)=O, CC(C)I, [K+], [K+], O=C([O-])[O-], Oc1cc(CCNc2ncnc3nccnc23)ccc1Oc1cc(C(F)(F)F)ccn1. Product: CC(C)Oc1cc(CCNc2ncnc3nccnc23)ccc1Oc1cc(C(F)(F)F)ccn1. As a reaction SMILES: [CH3:42][S:43]([CH3:44])=[O:45].[I:32][CH:33]([CH3:34])[CH3:35].[K+:36].[K+:37].[O-:38][C:39]([O-:40])=[O:41].[n:1]1[cH:2][n:3][c:4]([NH:11][CH2:12][CH2:13][c:14]2[cH:15][cH:16][c:17]([O:21][c:22]3[n:23][cH:24][cH:25][c:26]([C:28]([F:29])([F:30])[F:31])[cH:27]3)[c:18]([OH:20])[cH:19]2)[c:5]2[n:6][cH:7][cH:8][n:9][c:10]12>>[n:1]1[cH:2][n:3][c:4]([NH:11][CH2:12][CH2:13][c:14]2[cH:15][cH:16][c:17]([O:21][c:22]3[n:23][cH:24][cH:25][c:26]([C:28]([F:29])([F:30])[F:31])[cH:27]3)[c:18]([O:20][CH:33]([CH3:34])[CH3:35])[cH:19]2)[c:5]2[n:6][cH:7][cH:8][n:9][c:10]12. The reactants are ClC1=CC(=C(C=C1)C(C1C(OC(OC1=O)(C)C)=O)C1=CNC2=C(C=C(C=C12)F)CSC)F (5-[(4-Chloro-2-fluorophenyl){5-fluoro-7-[(methylsulfanyl)methyl]-1H-indol-3-yl}methyl]-2,2-dimethyl-1,3-dioxane-4,6-dione). The reagents and catalysts are [Cu] (copper). The solvent is N1=CC=CC=C1 (pyridine), C(C)O (ethanol). The product is ClC1=CC(=C(C=C1)C(CC(=O)OCC)C1=CNC2=C(C=C(C=C12)F)CSC)F (Ethyl 3-(4-chloro-2-fluorophenyl)-3-{5-fluoro-7-[(methylsulfanyl)methyl]-1H-indol-3-yl}propanoate). RXN SMILES: [Cl:1][C:2]1[CH:7]=[CH:6][C:5]([CH:8]([C:19]2[C:27]3[C:22](=[C:23]([CH2:29][S:30][CH3:31])[CH:24]=[C:25]([F:28])[CH:26]=3)[NH:21][CH:20]=2)[CH:9]2C(=O)O[C:12](C)([CH3:16])[O:11][C:10]2=[O:18])=[C:4]([F:32])[CH:3]=1>N1C=CC=CC=1.C(O)C.[Cu]>[Cl:1][C:2]1[CH:7]=[CH:6][C:5]([CH:8]([C:19]2[C:27]3[C:22](=[C:23]([CH2:29][S:30][CH3:31])[CH:24]=[C:25]([F:28])[CH:26]=3)[NH:21][CH:20]=2)[CH2:9][C:10]([O:11][CH2:12][CH3:16])=[O:18])=[C:4]([F:32])[CH:3]=1. Reported procedure: 1.9 mg (0.03 mmol) of copper powder were added to 2.20 g of the compound from Example 16A with a purity of 71% (3.26 mmol) in 25 ml of pyridine and 6.7 ml of ethanol. The reaction mixture was heated under reflux for 1 h. It was concentrated, and the residue was purified by flash chromatography on silica gel (mobile phase: cyclohexane/ethyl acetate gradient) to result in 1.22 g (88% of theory) of the target compound. The product is CCc1c(Br)cccc1C1=CCN(Cc2ccccc2)CC1. As a reaction SMILES: [C:25]([OH:26])(=[O:27])[CH3:28].[CH2:1]([c:2]1[cH:3][cH:4][cH:5][cH:6][cH:7]1)[N:8]1[CH2:9][CH2:10][C:11]([OH:14])([c:15]2[c:16]([CH2:22][CH3:23])[c:17]([Br:21])[cH:18][cH:19][cH:20]2)[CH2:12][CH2:13]1.[ClH:24]>>[CH2:1]([c:2]1[cH:3][cH:4][cH:5][cH:6][cH:7]1)[N:8]1[CH2:9][CH:10]=[C:11]([c:15]2[c:16]([CH2:22][CH3:23])[c:17]([Br:21])[cH:18][cH:19][cH:20]2)[CH2:12][CH2:13]1. Reactants: CC(=O)O, CCc1c(Br)cccc1C1(O)CCN(Cc2ccccc2)CC1, Cl. Reported procedure: α-Amino-3-(diethylphosphonomethyl)-6,7-dimethoxy-2-quinolinepropanoic acid methyl ester (0.09 g, 0.2 mmol) was refluxed in 6M HCl (15 ml) for 6 h. The mixture was concentrated and dissolved in water. After removal of some undissolved material by filtration, 38 mg of the title compound, α-amino-6,7-dimethoxy-3-(phosphonomethyl)-2-quinolinepropanoic acid was precipitated by addition of acetonitrile. 1H NMR(D2O, 400 MHz: δ 3.22 (dd, 2H), 3.66 (m, 2H), 3.90 (s, 3H), 3.92 (s, 3H), 4.15 (m, 1H), 7.22 ... The solvent is Cl (HCl). Reaction SMILES: C[O:2][C:3](=[O:30])[CH:4]([NH2:29])[CH2:5][C:6]1[C:15]([CH2:16][P:17]([O:22]CC)([O:19]CC)=[O:18])=[CH:14][C:13]2[C:8](=[CH:9][C:10]([O:27][CH3:28])=[C:11]([O:25][CH3:26])[CH:12]=2)[N:7]=1>Cl>[NH2:29][CH:4]([CH2:5][C:6]1[C:15]([CH2:16][P:17]([OH:19])([OH:22])=[O:18])=[CH:14][C:13]2[C:8](=[CH:9][C:10]([O:27][CH3:28])=[C:11]([O:25][CH3:26])[CH:12]=2)[N:7]=1)[C:3]([OH:30])=[O:2]. The reactants are COC(C(CC1=NC2=CC(=C(C=C2C=C1CP(=O)(OCC)OCC)OC)OC)N)=O (α-Amino-3-(diethylphosphonomethyl)-6,7-dimethoxy-2-quinolinepropanoic acid methyl ester). Product: NC(C(=O)O)CC1=NC2=CC(=C(C=C2C=C1CP(=O)(O)O)OC)OC (α-Amino-6,7-dimethoxy-3-(phosphonomethyl)-2-quinolinepropanoic acid). The solvent is CS(=O)C (DMSO). Run at temperature 130 celsius, time 16 hour. The product is CC1=C(N=C(O1)C1=CC=C(C(=O)NCC=2C=NC=CC2)C=C1)CS(=O)(=O)C1=CC=C(C=C1)N1CCOCC1 (4-[5-Methyl-4-({[4-(4-morpholinyl)phenyl]sulfonyl}methyl)-1,3-oxazol-2-yl]-N-(3-pyridinylmethyl)benzamide). Starting materials: FC1=CC=C(C=C1)S(=O)(=O)CC=1N=C(OC1C)C1=CC=C(C(=O)NCC=2C=NC=CC2)C=C1 (4-(4-{[(4-Fluorophenyl)sulfonyl]methyl}-5-methyl-1,3-oxazol-2-yl)-N-(3-pyridinylmethyl)benzamide), N1CCOCC1 (morpholine). Yield: 71.0%. Procedure: A mixture of fluoride 48 (103 mg, 0.22 mmol) and morpholine (2 mL) in DMSO (1 mL) was stirred in a sealed tube at 130° C. for 16 h. The solvent was evaporated and the residue was suspended in ice/water (50 mL) for 1 h. The precipitate was filtered, washed with water (5 mL) and dried. The crude solid was purified by column chromatography, eluting with a gradient (0-10%) of MeOH/EtOAc, to give benzamide 50 (83 mg, 71%) as a white powder: mp (EtOAc) 208-210° C.; 1H NMR δ 9.23 (s, 1H, CONH), 8.57 (b... RXN SMILES: F[C:2]1[CH:7]=[CH:6][C:5]([S:8]([CH2:11][C:12]2[N:13]=[C:14]([C:18]3[CH:33]=[CH:32][C:21]([C:22]([NH:24][CH2:25][C:26]4[CH:27]=[N:28][CH:29]=[CH:30][CH:31]=4)=[O:23])=[CH:20][CH:19]=3)[O:15][C:16]=2[CH3:17])(=[O:10])=[O:9])=[CH:4][CH:3]=1.[NH:34]1[CH2:39][CH2:38][O:37][CH2:36][CH2:35]1>CS(C)=O>[CH3:17][C:16]1[O:15][C:14]([C:18]2[CH:33]=[CH:32][C:21]([C:22]([NH:24][CH2:25][C:26]3[CH:27]=[N:28][CH:29]=[CH:30][CH:31]=3)=[O:23])=[CH:20][CH:19]=2)=[N:13][C:12]=1[CH2:11][S:8]([C:5]1[CH:6]=[CH:7][C:2]([N:34]2[CH2:39][CH2:38][O:37][CH2:36][CH2:35]2)=[CH:3][CH:4]=1)(=[O:10])=[O:9].